From a dataset of the Open Reaction Database (ORD), a public repository of structured organic reaction records. describe an organic reaction: reactants, conditions, products, and yield Reaction SMILES: [NH2:1][C:2]([NH2:4])=[S:3].[ClH:5].[CH3:6][C:7]1[C:13](=O)[CH:12]=[C:11]([CH3:15])[C:9](=[O:10])[CH:8]=1>C(O)C>[ClH:5].[NH2:1][C:2]1[S:3][C:12]2[C:11]([CH3:15])=[C:9]([OH:10])[CH:8]=[C:7]([CH3:6])[C:13]=2[N:4]=1 |f:4.5|. Procedure details: To 2.24 g of thiourea were added 60 ml of ethanol and 2.5 ml of concentrated hydrochloric acid, followed by stirring. Then a solution of 8.0 g of p-xyloquinone in ethanol (120 ml) was slowly added dropwise thereto. The reaction mixture was stirred at room temperature for 24 hours and then concentrated to about one-half. The crystals thus precipitated were separated by filtering and washed with a small amount of ethanol. Thus 6.80 g of the title compound was obtained in the form of white crystals... The solvent is C(C)O (ethanol), C(C)O (ethanol). Yields the product Cl.NC=1SC2=C(N1)C(=CC(=C2C)O)C (2-Amino-6-hydroxy-4,7-dimethylbenzothiazole hydrochloride). The reactants are NC(=S)N (thiourea), Cl (hydrochloric acid), CC1=CC(=O)C(=CC1=O)C (p-xyloquinone). The reactants are CCOC(=O)CC#N, CCO, CN(C)C=O, CCOC(=O)C(=Cc1ccc(F)cc1)c1ccccc1, [H-], [Na+], O. Reaction SMILES: [C:1](#[N:2])[CH2:3][C:4](=[O:5])[O:6][CH2:7][CH3:8].[CH3:31][CH2:32][OH:33].[CH3:34][N:35]([CH3:36])[CH:37]=[O:38].[F:11][c:12]1[cH:13][cH:14][c:15]([CH:16]=[C:17]([C:18](=[O:19])[O:20][CH2:21][CH3:22])[c:23]2[cH:24][cH:25][cH:26][cH:27][cH:28]2)[cH:29][cH:30]1.[H-:9].[Na+:10].[OH2:39]>>[C:1](#[N:2])[CH:3]([C:4](=[O:5])[O:6][CH2:7][CH3:8])[CH:16]([c:15]1[cH:14][cH:13][c:12]([F:11])[cH:30][cH:29]1)[CH2:17][C:18](=[O:19])[O:20][CH2:21][CH3:22]. Product: CCOC(=O)CC(c1ccc(F)cc1)C(C#N)C(=O)OCC.